This data is from the Open Reaction Database (ORD), a public repository of structured organic reaction records. The task is: describe an organic reaction: reactants, conditions, products, and yield Starting materials: C(C#C)O (Propargyl alcohol), cuprous iodide, ClC1=CC=C(CNC(=O)C=2C(C=3C=4N(CC(N(C4C=C(C3)I)C)=O)C2)=O)C=C1 (N-(4-chlorobenzyl)-9-iodo-1-methyl-2,7-dioxo-2,3-dihydro-1H,7H-pyrido[1,2,3-de]quinoxaline-6-carboxamide). The reagents and catalysts are Cl[Pd]([P](C1=CC=CC=C1)(C2=CC=CC=C2)C3=CC=CC=C3)([P](C4=CC=CC=C4)(C5=CC=CC=C5)C6=CC=CC=C6)Cl (PdCl2(PPh3)2). Solvent: C(C)NCC (diethylamine). Run at time 90 minute. Yields the product ClC1=CC=C(CNC(=O)C=2C(C=3C=4N(CC(N(C4C=C(C3)C#CCO)C)=O)C2)=O)C=C1 (N-(4-Chlorobenzyl)-9-(3-hydroxy-1-propynyl)-1-methyl-2,7-dioxo-2,3-dihydro-1H,7H-pyrido[1,2,3-de]quinoxaline-6-carboxamide). Reaction SMILES: [CH2:1]([OH:4])[C:2]#[CH:3].[Cl:5][C:6]1[CH:32]=[CH:31][C:9]([CH2:10][NH:11][C:12]([C:14]2[C:15](=[O:30])[C:16]3[C:17]4[N:18]([CH:29]=2)[CH2:19][C:20](=[O:28])[N:21]([CH3:27])[C:22]=4[CH:23]=[C:24](I)[CH:25]=3)=[O:13])=[CH:8][CH:7]=1>C(NCC)C.Cl[Pd](Cl)([P](C1C=CC=CC=1)(C1C=CC=CC=1)C1C=CC=CC=1)[P](C1C=CC=CC=1)(C1C=CC=CC=1)C1C=CC=CC=1>[Cl:5][C:6]1[CH:32]=[CH:31][C:9]([CH2:10][NH:11][C:12]([C:14]2[C:15](=[O:30])[C:16]3[C:17]4[N:18]([CH:29]=2)[CH2:19][C:20](=[O:28])[N:21]([CH3:27])[C:22]=4[CH:23]=[C:24]([C:3]#[C:2][CH2:1][OH:4])[CH:25]=3)=[O:13])=[CH:8][CH:7]=1 |^1:40,59|. Procedure details: Propargyl alcohol (50 mg), cuprous iodide (50 mg) and a solution of PdCl2(PPh3)2 (1 mL, 0.15 M in THF) are added to a suspension of N-(4-chlorobenzyl)-9-iodo-1-methyl-2,7-dioxo-2,3-dihydro-1H,7H-pyrido[1,2,3-de]quinoxaline-6-carboxamide (Preparation 23, 250 mg) in diethylamine (2.0 mL). The reaction is stirred for 90 min and the product is then extracted into chloroform and is chromatographed on silica gel. The desired product is eluted with 20% methanol/chloroform. Physical characteristics: 1H ...